Dataset: the Open Reaction Database (ORD), a public repository of structured organic reaction records. Task: describe an organic reaction: reactants, conditions, products, and yield The reactants are CC(c1ccccc1)N1CC(C2(C(O[SiH](c3ccccc3)c3ccccc3)C(C)(C)C)CC2)CC1=O, C[Si](C)(C)[N-][Si](C)(C)C, CCOC(=O)Cl, [Li+], C1CCOC1. Yields the product CCOC(=O)C1C(=O)N(C(C)c2ccccc2)CC1C1(C(O[SiH](c2ccccc2)c2ccccc2)C(C)(C)C)CC1. As a reaction SMILES: [C:17]([CH3:18])([CH3:19])([CH3:20])[CH:21]([C:22]1([CH:25]2[CH2:26][N:27]([CH:31]([CH3:32])[c:33]3[cH:34][cH:35][cH:36][cH:37][cH:38]3)[C:28](=[O:30])[CH2:29]2)[CH2:23][CH2:24]1)[O:39][SiH:40]([c:41]1[cH:42][cH:43][cH:44][cH:45][cH:46]1)[c:47]1[cH:48][cH:49][cH:50][cH:51][cH:52]1.[CH3:7][Si:8]([CH3:9])([CH3:10])[N-:11][Si:12]([CH3:13])([CH3:14])[CH3:15].[Cl:1][C:2](=[O:3])[O:4][CH2:5][CH3:6].[Li+:16].[O:53]1[CH2:54][CH2:55][CH2:56][CH2:57]1>>[C:2](=[O:3])([O:4][CH2:5][CH3:6])[CH:29]1[CH:25]([C:22]2([CH:21]([C:17]([CH3:18])([CH3:19])[CH3:20])[O:39][SiH:40]([c:41]3[cH:42][cH:43][cH:44][cH:45][cH:46]3)[c:47]3[cH:48][cH:49][cH:50][cH:51][cH:52]3)[CH2:23][CH2:24]2)[CH2:26][N:27]([CH:31]([CH3:32])[c:33]2[cH:34][cH:35][cH:36][cH:37][cH:38]2)[C:28]1=[O:30]. Reactants: C(C=C)#N (acrylonitrile), aqueous solution, [OH-].[K+] (potassium hydroxide), Cl.C(C)OC(CN)=O (glycine ethyl ester hydrochloride). The solvent is O (water). Product: C(C)OC(CNCCC#N)=O ((2-cyano-ethylamino)acetic acid ethyl ester). Isolated yield 42.0%. RXN SMILES: Cl.[CH2:2]([O:4][C:5](=[O:8])[CH2:6][NH2:7])[CH3:3].[OH-].[K+].[C:11](#[N:14])[CH:12]=[CH2:13]>O>[CH2:2]([O:4][C:5](=[O:8])[CH2:6][NH:7][CH2:13][CH2:12][C:11]#[N:14])[CH3:3] |f:0.1,2.3|. Procedure details: 139.6 g (1 mole) of glycine ethyl ester hydrochloride was dissolved in 80 ml of distilled water and to this solution was added 230 ml of an aqueous solution of 67.3 g (1.2 mole eq.) of potassium hydroxide. Then, 106.2 g (2 mole eq.) of acrylonitrile was added to the reaction solution while heating and stirring at 50° to 60° C. The reaction mixture was stirred for 5 hours with heating and then the organic layer was separated. The aqueous layer was extracted with ethyl ether and the extract was co... The reactants are C1CCOC1, CC(=O)OC(C)=O, NCc1ccc2c(c1)[nH]c1c(C(N)=O)ccc(Br)c12. Yields the product CC(=O)NCc1ccc2c(c1)[nH]c1c(C(N)=O)ccc(Br)c12. Reaction SMILES: [CH2:27]1[O:28][CH2:29][CH2:30][CH2:31]1.[CH3:20][C:21](=[O:22])[O:23][C:24](=[O:25])[CH3:26].[NH2:1][CH2:2][c:3]1[cH:4][cH:5][c:6]2[c:7]3[c:8]([Br:19])[cH:9][cH:10][c:11]([C:16](=[O:17])[NH2:18])[c:12]3[nH:13][c:14]2[cH:15]1>>[NH:1]([CH2:2][c:3]1[cH:4][cH:5][c:6]2[c:7]3[c:8]([Br:19])[cH:9][cH:10][c:11]([C:16](=[O:17])[NH2:18])[c:12]3[nH:13][c:14]2[cH:15]1)[C:21]([CH3:20])=[O:22]. The reactants are C1CCOC1, O=C(NC1CCC2CC1C(=O)O2)OCc1ccccc1. The product is O=C(NC1CCC(O)CC1CO)OCc1ccccc1. RXN SMILES: [CH2:21]1[O:22][CH2:23][CH2:24][CH2:25]1.[O:1]=[C:2]1[O:3][CH:4]2[CH2:5][CH2:6][CH:7]([NH:10][C:11]([O:12][CH2:13][c:14]3[cH:15][cH:16][cH:17][cH:18][cH:19]3)=[O:20])[CH:8]1[CH2:9]2>>[OH:1][CH2:2][CH:8]1[CH:7]([NH:10][C:11]([O:12][CH2:13][c:14]2[cH:15][cH:16][cH:17][cH:18][cH:19]2)=[O:20])[CH2:6][CH2:5][CH:4]([OH:3])[CH2:9]1. The reactants are COC1=C(C(=C(C(=C1)C)OC)OC)OC (1,2,3,4-tetramethoxy-5-methylbenzene), C1N2CN3CN1CN(C2)C3 (hexamethylenetetramine), FC(C(=O)O)(F)F (trifluoroacetic acid). Yields the product COC1=C(C=O)C(=C(C(=C1OC)OC)OC)C (2,3,4,5-tetramethoxy-6-methylbenzaldehyde). Yield: 90.0%. Reaction SMILES: [CH3:1][O:2][C:3]1[CH:8]=[C:7]([CH3:9])[C:6]([O:10][CH3:11])=[C:5]([O:12][CH3:13])[C:4]=1[O:14][CH3:15].C1N2CN3CN(C2)CN1C3.FC(F)(F)[C:28](O)=[O:29]>>[CH3:1][O:2][C:3]1[C:4]([O:14][CH3:15])=[C:5]([O:12][CH3:13])[C:6]([O:10][CH3:11])=[C:7]([CH3:9])[C:8]=1[CH:28]=[O:29]. Procedure: To a solution of 1,2,3,4-tetramethoxy-5-methylbenzene (34.3 g, 162 mmol) in trifluoroacetic acid (200 ml) was added hexamethylenetetramine (25.0 g, 178 mmol), and the solution was heated under reflux for 3 hours. The solvent was distilled off under reduced pressure. Water (200 ml) was added to the residue which was then heated under reflux for one hour, neutralized with 3N sodium hydroxide and extracted with ethyl acetate (200 ml×3), and dried over anhydrous magnesium sulfate. The solvent was di... The reactants are C(C=C)NC(=O)NC=1C=CC2=C(N(C(=N2)CCCC)CC2=CC=C(C=C2)C=2C(=CC=CC2)C(=O)OC(C)(C)C)C1 (tert.butyl 4'-[(6-allylaminocarbonylamino-2-n-butyl-benzimidazol-1-yl)-methyl]biphenyl-2carboxylate), FC(C(=O)O)(F)F (trifluoroacetic acid). Product: FC(C(=O)O)(F)F.C(C=C)NC(=O)NC=1C=CC2=C(N(C(=N2)CCCC)CC2=CC=C(C=C2)C=2C(=CC=CC2)C(=O)O)C1 (4'-[(6-Allylaminocarbonylamino-2-n-butyl-benzimidazol-1-yl)-methyl]biphenyl-2-carboxylic acid trifluoroacetate). Reaction SMILES: [CH2:1]([NH:4][C:5]([NH:7][C:8]1[CH:9]=[CH:10][C:11]2[N:15]=[C:14]([CH2:16][CH2:17][CH2:18][CH3:19])[N:13]([CH2:20][C:21]3[CH:26]=[CH:25][C:24]([C:27]4[C:28]([C:33]([O:35]C(C)(C)C)=[O:34])=[CH:29][CH:30]=[CH:31][CH:32]=4)=[CH:23][CH:22]=3)[C:12]=2[CH:40]=1)=[O:6])[CH:2]=[CH2:3].[F:41][C:42]([F:47])([F:46])[C:43]([OH:45])=[O:44]>>[F:41][C:42]([F:47])([F:46])[C:43]([OH:45])=[O:44].[CH2:1]([NH:4][C:5]([NH:7][C:8]1[CH:9]=[CH:10][C:11]2[N:15]=[C:14]([CH2:16][CH2:17][CH2:18][CH3:19])[N:13]([CH2:20][C:21]3[CH:22]=[CH:23][C:24]([C:27]4[C:28]([C:33]([OH:35])=[O:34])=[CH:29][CH:30]=[CH:31][CH:32]=4)=[CH:25][CH:26]=3)[C:12]=2[CH:40]=1)=[O:6])[CH:2]=[CH2:3] |f:2.3|. Procedure details: Prepared in analogous manner to Example 9 from tert.butyl 4'-[(6-allylaminocarbonylamino-2-n-butyl-benzimidazol-1-yl)-methyl]biphenyl-2carboxylate and trifluoroacetic acid The reactants are CC1=C(NC2=C1C(N(CC2)CCN2CCCCC2)=O)C=O (3-methyl-4-oxo-5-(2-piperidin-1-yl-ethyl)-4,5,6,7-tetrahydro-1H-pyrrolo[3,2-c]pyridine-2-carbaldehyde), ClC=1C=C(C=CC1F)NC=1C2=C(N=CN1)NC(C2)=O (4-(3-chloro-4-fluoro-phenylamino)-5,7-dihydro-pyrrolo[2,3-d]-pyrimidin-6-one). Yields the product ClC=1C=C(C=CC1F)NC=1C2=C(N=CN1)NC(C2=CC2=C(C=1C(N(CCC1N2)CCN2CCCCC2)=O)C)=O (4-(3-chloro-4-fluoro-phenylamino)-5-[3-methyl-4-oxo-5-(2-piperidin-1-yl-ethyl)-4,5,6,7-tetrahydro-1H-pyrrolo[3,2-c]pyridine-2-ylmethylene]-5,7-dihydro-pyrrolo[2,3-d]pyrimidin-6-one). Yield: 46.8%. As a reaction SMILES: [CH3:1][C:2]1[C:6]2[C:7](=[O:19])[N:8]([CH2:11][CH2:12][N:13]3[CH2:18][CH2:17][CH2:16][CH2:15][CH2:14]3)[CH2:9][CH2:10][C:5]=2[NH:4][C:3]=1[CH:20]=O.[Cl:22][C:23]1[CH:24]=[C:25]([NH:30][C:31]2[C:32]3[CH2:39][C:38](=[O:40])[NH:37][C:33]=3[N:34]=[CH:35][N:36]=2)[CH:26]=[CH:27][C:28]=1[F:29]>>[Cl:22][C:23]1[CH:24]=[C:25]([NH:30][C:31]2[C:32]3[C:39](=[CH:20][C:3]4[NH:4][C:5]5[CH2:10][CH2:9][N:8]([CH2:11][CH2:12][N:13]6[CH2:14][CH2:15][CH2:16][CH2:17][CH2:18]6)[C:7](=[O:19])[C:6]=5[C:2]=4[CH3:1])[C:38](=[O:40])[NH:37][C:33]=3[N:34]=[CH:35][N:36]=2)[CH:26]=[CH:27][C:28]=1[F:29]. Reported procedure: The title compound was prepared under the same conditions as described in Example 25 with 3-methyl-4-oxo-5-(2-piperidin-1-yl-ethyl)-4,5,6,7-tetrahydro-1H-pyrrolo[3,2-c]pyridine-2-carbaldehyde and 4-(3-chloro-4-fluoro-phenylamino)-5,7-dihydro-pyrrolo[2,3-d]-pyrimidin-6-one as starting materials to give 4-(3-chloro-4-fluoro-phenylamino)-5-[3-methyl-4-oxo-5-(2-piperidin-1-yl-ethyl)-4,5,6,7-tetrahydro-1H-pyrrolo[3,2-c]pyridine-2-ylmethylene]-5,7-dihydro-pyrrolo[2,3-d]pyrimidin-6-one (44 mg, 46.8%) a...